describe an organic reaction: reactants, conditions, products, and yield From a dataset of the Open Reaction Database (ORD), a public repository of structured organic reaction records. The reactants are C(C)(C)(C)OC[C@H](NC(=O)OCC1=CC=CC=2C3=CC=CC=C3CC12)C(=O)N[C@H]([C@H]([C@H]([C@@H](C(=O)N[C@@H](CC(=O)OC(C1=CC=CC=C1)C1=CC=CC=C1)C1=CC=CC=C1)O)O)O)CO (diphenylmethyl (S)-3-[(2S,3R,4R,5S)-5-(O-tert-butyl-N-fluorenylmethyloxycarbonyl-L-seryl)amino-2,3,4,6-tetrahydroxyhexanoyl]amino-3-phenylpropionate), N1CCCCC1 (piperidine). Run at time 5 hour. The product is C(C)(C)(C)OC[C@H](N)C(=O)N[C@H]([C@H]([C@H]([C@@H](C(=O)N[C@@H](CC(=O)OC(C1=CC=CC=C1)C1=CC=CC=C1)C1=CC=CC=C1)O)O)O)CO (diphenylmethyl (S)-3-[(2S,3R,4R,5S)-5-(O-tert-butyl-L-seryl)amino-2,3,4,6-tetrahydroxyhexanoyl]amino-3-phenylpropionate). Isolated yield 82.7%. Reaction SMILES: [C:1]([O:5][CH2:6][C@@H:7]([C:26]([NH:28][C@@H:29]([CH2:63][OH:64])[C@@H:30]([OH:62])[C@@H:31]([OH:61])[C@H:32]([OH:60])[C:33]([NH:35][C@H:36]([C:54]1[CH:59]=[CH:58][CH:57]=[CH:56][CH:55]=1)[CH2:37][C:38]([O:40][CH:41]([C:48]1[CH:53]=[CH:52][CH:51]=[CH:50][CH:49]=1)[C:42]1[CH:47]=[CH:46][CH:45]=[CH:44][CH:43]=1)=[O:39])=[O:34])=[O:27])[NH:8]C(OCC1C2CC3C(=CC=CC=3)C=2C=CC=1)=O)([CH3:4])([CH3:3])[CH3:2].N1CCCCC1>>[C:1]([O:5][CH2:6][C@@H:7]([C:26]([NH:28][C@@H:29]([CH2:63][OH:64])[C@@H:30]([OH:62])[C@@H:31]([OH:61])[C@H:32]([OH:60])[C:33]([NH:35][C@H:36]([C:54]1[CH:59]=[CH:58][CH:57]=[CH:56][CH:55]=1)[CH2:37][C:38]([O:40][CH:41]([C:48]1[CH:53]=[CH:52][CH:51]=[CH:50][CH:49]=1)[C:42]1[CH:43]=[CH:44][CH:45]=[CH:46][CH:47]=1)=[O:39])=[O:34])=[O:27])[NH2:8])([CH3:3])([CH3:4])[CH3:2]. Procedure: To diphenylmethyl (S)-3-[(2S,3R,4R,5S)-5-(O-tert-butyl-N-fluorenylmethyloxycarbonyl-L-seryl)amino-2,3,4,6-tetrahydroxyhexanoyl]amino-3-phenylpropionate (874 mg) was added piperidine (5 ml) and the mixture was stirred at room temperature for 5 hours. Removal of the organic solvent gave a residue, which was subjected to flush silica gel column chromatography, followed by elution with methanol-ethyl acetate (1:2). The effective fractions were combined and concentrated under reduced pressure. The re... The reactants are C=C(C)CBr, CCCCN1C(=O)NCCC12CCN(Cc1ccccc1)CC2, CN(C)C=O, [H-], [Na+], O. The product is C=C(C)CN1CCC2(CCN(Cc3ccccc3)CC2)N(CCCC)C1=O. As a reaction SMILES: [Br:26][CH2:27][C:28](=[CH2:29])[CH3:30].[CH2:1]([c:2]1[cH:3][cH:4][cH:5][cH:6][cH:7]1)[N:8]1[CH2:9][CH2:10][C:11]2([CH2:12][CH2:13][NH:14][C:15](=[O:21])[N:16]2[CH2:17][CH2:18][CH2:19][CH3:20])[CH2:22][CH2:23]1.[CH3:32][N:33]([CH3:34])[CH:35]=[O:36].[H-:24].[Na+:25].[OH2:31]>>[CH2:1]([c:2]1[cH:3][cH:4][cH:5][cH:6][cH:7]1)[N:8]1[CH2:9][CH2:10][C:11]2([CH2:12][CH2:13][N:14]([CH2:29][C:28](=[CH2:27])[CH3:30])[C:15](=[O:21])[N:16]2[CH2:17][CH2:18][CH2:19][CH3:20])[CH2:22][CH2:23]1.